This data is from the Open Reaction Database (ORD), a public repository of structured organic reaction records. The task is: describe an organic reaction: reactants, conditions, products, and yield Starting materials: CO, CS(=O)(=O)c1ccc(-c2cc(C#N)sc2-c2ccc(NCC=O)cc2)cc1, Cl, C1CCOC1. The product is CNc1ccc(-c2sc(C#N)cc2-c2ccc(S(C)(=O)=O)cc2)cc1. Reaction SMILES: [CH3:29][OH:30].[CH:1](=[O:2])[CH2:3][NH:4][c:5]1[cH:6][cH:7][c:8](-[c:11]2[c:12](-[c:18]3[cH:19][cH:20][c:21]([S:24](=[O:25])(=[O:26])[CH3:27])[cH:22][cH:23]3)[cH:13][c:14]([C:16]#[N:17])[s:15]2)[cH:9][cH:10]1.[ClH:28].[O:31]1[CH2:32][CH2:33][CH2:34][CH2:35]1>>[CH3:3][NH:4][c:5]1[cH:6][cH:7][c:8](-[c:11]2[c:12](-[c:18]3[cH:19][cH:20][c:21]([S:24](=[O:25])(=[O:26])[CH3:27])[cH:22][cH:23]3)[cH:13][c:14]([C:16]#[N:17])[s:15]2)[cH:9][cH:10]1. Yields the product C(C=C)OC=1C=CC(=C2C3CCCCC3C(C12)=O)C (8-allyloxy-5-methyl-1,2,3,4,4a,9a-hexahydro-9-fluorenone). Solvent: CO (methanol). The reactants are ice water, OC=1C=CC(=C2C3CCCCC3C(C12)=O)C (8-hydroxy-5-methyl-1,2,3,4,4a,9a-hexahydro-9-fluorenone), [OH-].[K+] (potassium hydroxide), C(C=C)Br (allyl bromide). Procedure details: 20.0 Grams of 8-hydroxy-5-methyl-1,2,3,4,4a,9a-hexahydro-9-fluorenone, 10.4 g of potassium hydroxide and 200 ml of methanol were refluxed under heating until a homogeneous solution was produced. The solution was left to stand and thereto was added 16.0 ml of allyl bromide. The mixture was again refluxed under heating for 3 hours. The reaction mixture was poured into ice water and the separated crystal was collected by filtration and washed with water and then with n-hexane. The thus obtained cry... As a reaction SMILES: [OH:1][C:2]1[CH:3]=[CH:4][C:5]([CH3:16])=[C:6]2[C:14]=1[C:13](=[O:15])[CH:12]1[CH:7]2[CH2:8][CH2:9][CH2:10][CH2:11]1.[OH-].[K+].[CH2:19](Br)[CH:20]=[CH2:21]>CO>[CH2:21]([O:1][C:2]1[CH:3]=[CH:4][C:5]([CH3:16])=[C:6]2[C:14]=1[C:13](=[O:15])[CH:12]1[CH:7]2[CH2:8][CH2:9][CH2:10][CH2:11]1)[CH:20]=[CH2:19] |f:1.2|.